From a dataset of the Open Reaction Database (ORD), a public repository of structured organic reaction records. describe an organic reaction: reactants, conditions, products, and yield Reactants: C(C1=CC=CC=C1)OC(=O)N[C@@H](CCCNC(N)=N)C(=O)O ((S)-N2-(benzyloxycarbonyl)-arginine), C1(CCC1)S(=O)(=O)Cl (cyclobutanesulphonyl chloride), N1CCCC1 (pyrrolidine). Product: Cl.N=C(NCCC[C@H](N)C(=O)N1CCCC1)NS(=O)(=O)C1CCC1 ((S)-1-[N5-{(Imino)(cyclobutylsulphonylamino)-methyl}-ornithyl]-pyrrolidine Hydrochloride). RXN SMILES: C(OC([NH:11][C@H:12]([C:20]([OH:22])=O)[CH2:13][CH2:14][CH2:15][NH:16][C:17](=[NH:19])[NH2:18])=O)C1C=CC=CC=1.[CH:23]1([S:27]([Cl:30])(=[O:29])=[O:28])[CH2:26][CH2:25][CH2:24]1.[NH:31]1[CH2:35][CH2:34][CH2:33][CH2:32]1>>[ClH:30].[NH:19]=[C:17]([NH:18][S:27]([CH:23]1[CH2:26][CH2:25][CH2:24]1)(=[O:29])=[O:28])[NH:16][CH2:15][CH2:14][CH2:13][C@@H:12]([C:20]([N:31]1[CH2:35][CH2:34][CH2:33][CH2:32]1)=[O:22])[NH2:11] |f:3.4|. Procedure: Starting from (S)-N2-(benzyloxycarbonyl)-arginine, cyclobutanesulphonyl chloride and pyrrolidine, the expected product is obtained according to the procedure described in Example 1. The reactants are [H-].[Na+].CCCCCC ((hexane) sodium hydride), ClC=1C=CC2=C(CC(C(C(N2)=O)CC)C2=CC=C(C=C2)OC)C1 (7-chloro-3-ethyl-1,3,4,5-tetrahydro-4-(4-methoxyphenyl)-2H-1-benzazepin-2-one), CN(C)CCCl (N,N-dimethyl-2-chloroethylamine). The solvent is CN(C=O)C (dimethylformamide). Conditions: temperature 25 celsius, time 1 hour. Product: Cl.ClC=1C=CC2=C(C[C@@H]([C@@H](C(N2CCN(C)C)=O)CC)C2=CC=C(C=C2)OC)C1 ((cis)-7-Chloro-1-[2-(dimethylamino)ethyl]-3-ethyl-1,3,4,5-tetrahydro-4-(4-methoxyphenyl)-benzazepin-2-one, monohydrochloride), mixture. Reaction SMILES: [H-].[Na+].CCCCCC.[Cl:9][C:10]1[CH:11]=[CH:12][C:13]2[NH:19][C:18](=[O:20])[CH:17]([CH2:21][CH3:22])[CH:16]([C:23]3[CH:28]=[CH:27][C:26]([O:29][CH3:30])=[CH:25][CH:24]=3)[CH2:15][C:14]=2[CH:31]=1.[CH3:32][N:33]([CH2:35][CH2:36]Cl)[CH3:34]>CN(C)C=O>[ClH:9].[Cl:9][C:10]1[CH:11]=[CH:12][C:13]2[N:19]([CH2:36][CH2:35][N:33]([CH3:34])[CH3:32])[C:18](=[O:20])[C@@H:17]([CH2:21][CH3:22])[C@@H:16]([C:23]3[CH:24]=[CH:25][C:26]([O:29][CH3:30])=[CH:27][CH:28]=3)[CH2:15][C:14]=2[CH:31]=1 |f:0.1.2,6.7|. Reported procedure: To a slurry of prewashed (hexane) sodium hydride (~50% in mineral oil) (0.064 g; 1.34 mmole; 1.2 eq.) in dry dimethylformamide (10 ml) was added 7-chloro-3-ethyl-1,3,4,5-tetrahydro-4-(4-methoxyphenyl)-2H-1-benzazepin-2-one (370 mg; 1.12 mmole). After stirring the mixture at 25° C. for 1 hour, 3.2 ml (5.6 mmole) of 1.7N N,N-dimethyl-2-chloroethylamine (in toluene) was added, and the solution was heated at 80° C. for 24 hours. The reaction was quenched with 1N hydrochloric acid, made basic with 50... Starting materials: COC1=NC=CC=C1CN1CCC(CC1)CC(=O)C=1SC=CC1Br (1-[(2-methoxy-3-pyridyl)methyl]-4-[2-(3-bromo-2-thienyl)-2-oxoethyl]piperidine), C1(=CC=CC=C1)OB(O)O (phenylboric acid), CO (methanol), C([O-])([O-])=O.[Na+].[Na+] (sodium carbonate). Reagents/catalysts: C=1C=CC(=CC1)[P](C=2C=CC=CC2)(C=3C=CC=CC3)[Pd]([P](C=4C=CC=CC4)(C=5C=CC=CC5)C=6C=CC=CC6)([P](C=7C=CC=CC7)(C=8C=CC=CC8)C=9C=CC=CC9)[P](C=1C=CC=CC1)(C=1C=CC=CC1)C=1C=CC=CC1 (tetrakis(triphenylphosphine)palladium). Solvent: C1(=CC=CC=C1)C (toluene), O (Water). Yields the product COC1=NC=CC=C1CN1CCC(CC1)CC(C=1SC=CC1C1=CC=CC=C1)=O (1-[(2-Methoxy-3-pyridyl)methyl]-4-[2-oxo-2-(3-phenyl-2-thienyl)ethyl]piperidine). Yield: 100.7%. RXN SMILES: [CH3:1][O:2][C:3]1[C:8]([CH2:9][N:10]2[CH2:15][CH2:14][CH:13]([CH2:16][C:17]([C:19]3[S:20][CH:21]=[CH:22][C:23]=3Br)=[O:18])[CH2:12][CH2:11]2)=[CH:7][CH:6]=[CH:5][N:4]=1.[C:25]1(OB(O)O)[CH:30]=[CH:29][CH:28]=[CH:27][CH:26]=1.CO.C(=O)([O-])[O-].[Na+].[Na+]>C1(C)C=CC=CC=1.C1C=CC([P]([Pd]([P](C2C=CC=CC=2)(C2C=CC=CC=2)C2C=CC=CC=2)([P](C2C=CC=CC=2)(C2C=CC=CC=2)C2C=CC=CC=2)[P](C2C=CC=CC=2)(C2C=CC=CC=2)C2C=CC=CC=2)(C2C=CC=CC=2)C2C=CC=CC=2)=CC=1.O>[CH3:1][O:2][C:3]1[C:8]([CH2:9][N:10]2[CH2:15][CH2:14][CH:13]([CH2:16][C:17](=[O:18])[C:19]3[S:20][CH:21]=[CH:22][C:23]=3[C:25]3[CH:30]=[CH:29][CH:28]=[CH:27][CH:26]=3)[CH2:12][CH2:11]2)=[CH:7][CH:6]=[CH:5][N:4]=1 |f:3.4.5,^1:53,55,74,93|. Procedure: 290 mg of 1-[(2-methoxy-3-pyridyl)methyl]-4-[2-(3-bromo-2-thienyl)-2-oxoethyl]piperidine obtained in Example 73, 173 mg of phenylboric acid and 42 mg of tetrakis(triphenylphosphine)palladium were suspended in 5.6 ml of toluene, 1.4 ml of methanol and 2.8 ml of 2 M sodium carbonate, and the mixture was heated under reflux for 3 hours under nitrogen flow. Water was added to the reaction solution, and the mixture was extracted with ethyl acetate. The organic layer was washed with brine, and then dr... The reactants are Cl.C1(CCCCC1)N(C(CCCOC=1C=C2CN3C(=NC2=CC1)NC(C3)=O)=O)C (N-cyclohexyl-N-methyl-4-(2-oxo-1,2,3,5-tetrahydroimidazo[2,1-b]quinazolin-7-yl)oxybutyramide HCl), C([O-])([O-])=O.[K+].[K+] (potassium carbonate). Solvent: CCOCC (ether). Yields the product C1(CCCCC1)N(C(CCCOC=1C=C2CN3C(=NC2=CC1)NC(C3)=O)=O)C (N-cyclohexyl-N-methyl-4-(2-oxo-1,2,3,5-tetrahydroimidazo[2,1-b]quinazolin-7-yl)oxybutyramide). Reaction SMILES: Cl.[CH:2]1([N:8]([CH3:29])[C:9](=[O:28])[CH2:10][CH2:11][CH2:12][O:13][C:14]2[CH:15]=[C:16]3[C:21](=[CH:22][CH:23]=2)[N:20]=[C:19]2[NH:24][C:25](=[O:27])[CH2:26][N:18]2[CH2:17]3)[CH2:7][CH2:6][CH2:5][CH2:4][CH2:3]1.C(=O)([O-])[O-].[K+].[K+]>CCOCC>[CH:2]1([N:8]([CH3:29])[C:9](=[O:28])[CH2:10][CH2:11][CH2:12][O:13][C:14]2[CH:15]=[C:16]3[C:21](=[CH:22][CH:23]=2)[N:20]=[C:19]2[NH:24][C:25](=[O:27])[CH2:26][N:18]2[CH2:17]3)[CH2:3][CH2:4][CH2:5][CH2:6][CH2:7]1 |f:0.1,2.3.4|. Procedure details: 1.0 g of N-cyclohexyl-N-methyl-4-(2-oxo-1,2,3,5-tetrahydroimidazo[2,1-b]quinazolin-7-yl)oxybutyramide HCl suspended in 50 ml of ether is stirred with a twofold stoichiometric excess of dilute aqueous potassium carbonate solution until the salt is completely dissolved. The organic layer is then separated, washed twice with water, dried over magnesium sulfate and evaporated to yield N-cyclohexyl-N-methyl-4-(2-oxo-1,2,3,5-tetrahydroimidazo[2,1-b]quinazolin-7-yl)oxybutyramide as the free base. Starting materials: COc1c(C)c2c(c(OCOC(C)OC)c1CC=C(C)CBr)C(=O)OC2, CCOC(=O)CP(=O)(OC)OC, CN(C)C=O. Yields the product CCOC(=O)C(CC(C)=CCc1c(OC)c(C)c2c(c1OCOC(C)OC)C(=O)OC2)P(=O)(OC)OC. Reaction SMILES: [CH3:13][O:14][c:15]1[c:16]([CH2:33][CH:34]=[C:35]([CH2:36][Br:37])[CH3:38])[c:17]([O:26][CH2:27][O:28][CH:29]([CH3:30])[O:31][CH3:32])[c:18]2[c:22]([c:23]1[CH3:24])[CH2:21][O:20][C:19]2=[O:25].[CH3:1][O:2][P:3](=[O:4])([O:5][CH3:6])[CH2:7][C:8](=[O:9])[O:10][CH2:11][CH3:12].[O:39]=[CH:40][N:41]([CH3:42])[CH3:43]>>[CH3:1][O:2][P:3](=[O:4])([O:5][CH3:6])[CH:7]([C:8](=[O:9])[O:10][CH2:11][CH3:12])[CH2:36][C:35](=[CH:34][CH2:33][c:16]1[c:15]([O:14][CH3:13])[c:23]([CH3:24])[c:22]2[c:18]([c:17]1[O:26][CH2:27][O:28][CH:29]([CH3:30])[O:31][CH3:32])[C:19](=[O:25])[O:20][CH2:21]2)[CH3:38]. Reactants: CN(C(=O)Cl)c1ccccc1, CC(C)(C)CNC(=O)c1ccc(O)nc1, C1CN2CCN1CC2, C1CCOC1. The product is CN(C(=O)Oc1ccc(C(=O)NCC(C)(C)C)cn1)c1ccccc1. As a reaction SMILES: [CH3:16][N:17]([C:18](=[O:19])[Cl:20])[c:21]1[cH:22][cH:23][cH:24][cH:25][cH:26]1.[CH3:1][C:2]([CH2:3][NH:4][C:5]([c:6]1[cH:7][n:8][c:9]([OH:12])[cH:10][cH:11]1)=[O:13])([CH3:14])[CH3:15].[N:27]12[CH2:28][CH2:29][N:30]([CH2:31][CH2:32]1)[CH2:33][CH2:34]2.[O:35]1[CH2:36][CH2:37][CH2:38][CH2:39]1>>[CH3:1][C:2]([CH2:3][NH:4][C:5]([c:6]1[cH:7][n:8][c:9]([O:12][C:18]([N:17]([CH3:16])[c:21]2[cH:22][cH:23][cH:24][cH:25][cH:26]2)=[O:19])[cH:10][cH:11]1)=[O:13])([CH3:14])[CH3:15].